Dataset: the Open Reaction Database (ORD), a public repository of structured organic reaction records. Task: describe an organic reaction: reactants, conditions, products, and yield Starting materials: CCCc1nc2c(C(=O)O)cccc2n1Cc1ccc2c(c1)COc1ccccc1C2=C(C)C#N, O=C([O-])O, CCN=C=NCCCN(C)C, [Na+], CN(C)C=O, OC1CCNCC1, On1nnc2ccccc21. Yields the product CCCc1nc2c(C(=O)N3CCC(O)CC3)cccc2n1Cc1ccc2c(c1)COc1ccccc1C2=C(C)C#N. Reaction SMILES: [C:1](#[N:2])[C:3]([CH3:4])=[C:5]1[c:6]2[c:7]([cH:32][cH:33][cH:34][cH:35]2)[O:8][CH2:9][c:10]2[c:11]1[cH:12][cH:13][c:14]([CH2:16][n:17]1[c:18]([CH2:29][CH2:30][CH3:31])[n:19][c:20]3[c:21]1[cH:22][cH:23][cH:24][c:25]3[C:26](=[O:27])[OH:28])[cH:15]2.[C:64](=[O:65])([O-:66])[OH:67].[CH2:43]([N:44]=[C:45]=[N:46][CH2:47][CH2:48][CH2:49][N:50]([CH3:51])[CH3:52])[CH3:53].[Na+:68].[O:69]=[CH:70][N:71]([CH3:72])[CH3:73].[OH:36][CH:37]1[CH2:38][CH2:39][NH:40][CH2:41][CH2:42]1.[OH:54][n:55]1[c:56]2[cH:57][cH:58][cH:59][cH:60][c:61]2[n:62][n:63]1>>[C:1](#[N:2])[C:3]([CH3:4])=[C:5]1[c:6]2[c:7]([cH:32][cH:33][cH:34][cH:35]2)[O:8][CH2:9][c:10]2[c:11]1[cH:12][cH:13][c:14]([CH2:16][n:17]1[c:18]([CH2:29][CH2:30][CH3:31])[n:19][c:20]3[c:21]1[cH:22][cH:23][cH:24][c:25]3[C:26](=[O:27])[N:40]1[CH2:39][CH2:38][CH:37]([OH:36])[CH2:42][CH2:41]1)[cH:15]2. The reactants are C(C)(=O)[O-].[K+] (potassium acetate), ( 106 ), ClC1=C(C(=CC=C1)OC)C1=CC=2N(C=3C=CC(=CC3C2C2=C1C(NC2=O)=O)O)CCCO (4-(2-Chloro-6-methoxyphenyl)-9-hydroxy-6-(3-hydroxypropyl)pyrrolo[3,4-c]carbazole-1,3(2H,6H)-dione), VI, C(C)(=O)OCC (ethyl acetate). The reagents and catalysts are [Pd] (Pd/C). The solvent is CO (methanol). The product is OC1=CC=2C=3C4=C(C(=CC3N(C2C=C1)CCCO)C1=C(C=CC=C1)OC)C(NC4=O)=O (9-Hydroxy-6-(3-hydroxypropyl)-4-(2-methoxyphenyl)pyrrolo[3,4-c]carbazole-1,3(2H,6H)-dione), VI. Isolated yield 51.0%. As a reaction SMILES: Cl[C:2]1[CH:7]=[CH:6][CH:5]=[C:4]([O:8][CH3:9])[C:3]=1[C:10]1[C:22]2[C:23](=[O:27])[NH:24][C:25](=[O:26])[C:21]=2[C:20]2[C:19]3[CH:18]=[C:17]([OH:28])[CH:16]=[CH:15][C:14]=3[N:13]([CH2:29][CH2:30][CH2:31][OH:32])[C:12]=2[CH:11]=1.C([O-])(=O)C.[K+].C(OCC)(=O)C>[Pd].CO>[OH:28][C:17]1[CH:16]=[CH:15][C:14]2[N:13]([CH2:29][CH2:30][CH2:31][OH:32])[C:12]3[CH:11]=[C:10]([C:3]4[CH:2]=[CH:7][CH:6]=[CH:5][C:4]=4[O:8][CH3:9])[C:22]4[C:23](=[O:27])[NH:24][C:25](=[O:26])[C:21]=4[C:20]=3[C:19]=2[CH:18]=1 |f:1.2|. Procedure details: 4-(2-Chloro-6-methoxyphenyl)-9-hydroxy-6-(3-hydroxypropyl)pyrrolo[3,4-c]carbazole-1,3(2H,6H)-dione (VI; Ar=2-chloro-6-methoxyphenyl, R10═CH2CH2CH2OH) (106) (0.20 g, 0.44 mmol) prepared as described in example 59, potassium acetate (0.20 g) and 5% Pd/C in a solution of ethyl acetate (25 ml) and methanol 1:1 (25 mL) under a atmosphere of hydrogen at 60 psi was reacted for 7 h. The catalyst was filtered off and the filtrate concentrated to dryness. The residue was partitioned between ethyl acetate ... Starting materials: CC1=C(N=C(O1)C1=CC=CC=C1)CCC(=O)N (3-(5-methyl-2-phenyl-4-oxazolyl)propanamide), COC1=CC=C(C=C1)P1(SP(S1)(C1=CC=C(C=C1)OC)=S)=S (2,4-bis(4-methoxyphenyl)-1,3-dithia-2,4-diphosphetan-2,4-disulfide), O1CCCC1 (tetrahydrofuran). Solvent: C(C)(=O)OCC (ethyl acetate). Run at time 2 hour. Product: CC1=C(N=C(O1)C1=CC=CC=C1)CCC(N)=S (3-(5-methyl-2-phenyl-4-oxazolyl)propanethioamide). The yield is 120.0%. RXN SMILES: [CH3:1][C:2]1[O:6][C:5]([C:7]2[CH:12]=[CH:11][CH:10]=[CH:9][CH:8]=2)=[N:4][C:3]=1[CH2:13][CH2:14][C:15]([NH2:17])=O.COC1C=CC(P2(=S)SP(=S)(C3C=CC(OC)=CC=3)[S:27]2)=CC=1.O1CCCC1>C(OCC)(=O)C>[CH3:1][C:2]1[O:6][C:5]([C:7]2[CH:12]=[CH:11][CH:10]=[CH:9][CH:8]=2)=[N:4][C:3]=1[CH2:13][CH2:14][C:15](=[S:27])[NH2:17]. Procedure: A mixture of 3-(5-methyl-2-phenyl-4-oxazolyl)propanamide (10.44 g), 2,4-bis(4-methoxyphenyl)-1,3-dithia-2,4-diphosphetan-2,4-disulfide (14.64 g) and tetrahydrofuran (300 mL) was stirred at room temperature for 2 hrs. To the reaction mixture was added ethyl acetate, and the mixture was washed successively with water and saturated brine, dried over anhydrous magnesium sulfate and concentrated. The obtained residue was subjected to silica gel column chromatography to give crystals (10.7 g, 96%) of ... Reactants: CC(C)([O-])C.[Na+] (sodium tert-butoxide), C(C1=CC=CC=C1)(C1=CC=CC=C1)=N (benzophenone imine), ClC1=NC(=CC(=C1)C)Cl (2,6-dichloro-4-methylpyridine), 2-dicyclophenylphosphino-2′-(N,N-dimethylamino)biphenyl. Reagents/catalysts: C=1C=CC(=CC1)/C=C/C(=O)/C=C/C2=CC=CC=C2.C=1C=CC(=CC1)/C=C/C(=O)/C=C/C2=CC=CC=C2.C=1C=CC(=CC1)/C=C/C(=O)/C=C/C2=CC=CC=C2.[Pd].[Pd] (Pd2(dba)3). Solvent: C1(=CC=CC=C1)C (Toluene). Reaction conditions: temperature 80 celsius, time 16 hour. Product: ClC1=CC(=CC(=N1)N=C(C1=CC=CC=C1)C1=CC=CC=C1)C (6-chloro-N-(diphenylmethylidene)-4-methylpyridin-2-amine). RXN SMILES: CC(C)([O-])C.[Na+].[C:7](=[NH:20])([C:14]1[CH:19]=[CH:18][CH:17]=[CH:16][CH:15]=1)[C:8]1[CH:13]=[CH:12][CH:11]=[CH:10][CH:9]=1.[Cl:21][C:22]1[CH:27]=[C:26]([CH3:28])[CH:25]=[C:24](Cl)[N:23]=1>C1C=CC(/C=C/C(/C=C/C2C=CC=CC=2)=O)=CC=1.C1C=CC(/C=C/C(/C=C/C2C=CC=CC=2)=O)=CC=1.C1C=CC(/C=C/C(/C=C/C2C=CC=CC=2)=O)=CC=1.[Pd].[Pd].C1(C)C=CC=CC=1>[Cl:21][C:22]1[N:23]=[C:24]([N:20]=[C:7]([C:14]2[CH:15]=[CH:16][CH:17]=[CH:18][CH:19]=2)[C:8]2[CH:13]=[CH:12][CH:11]=[CH:10][CH:9]=2)[CH:25]=[C:26]([CH3:28])[CH:27]=1 |f:0.1,4.5.6.7.8|. Procedure: Toluene (27 mL), sodium tert-butoxide (0.925 g, 9.63 mmol), and benzophenone imine (1.75 g, 9.63 mmol) were added to 2,6-dichloro-4-methylpyridine (1.3 g, 8.0 mmol). The flask was purged with argon 3 times before 2-dicyclophenylphosphino-2′-(N,N-dimethylamino)biphenyl (0.474 g, 1.20 mmol) and Pd2(dba)3 (0.367 g, 0.401 mmol) were added. The flask was purged 3 times with argon, sealed, and heated to 80° C. After 16 hours, the reaction mixture was cooled to room temperature, diluted with water, and... Reactants: N1(N=NC2=C1C=CC=C2)C(C2=NN(C=CC2=O)C2=CC(=CC=C2)C(F)(F)F)NC2=CC=CC=C2 (3-[1H-benzotriazol-1-yl(phenylamino)methyl]-1-[3-(trifluoromethyl)phenyl]pyridazin-4(1H)-one), [N-]=[N+]=[N-].[Na+] (sodium azide), FC(C(=O)O)(F)F (trifluoroacetic acid). Reagents/catalysts: [Br-].C(CCC)[N+](CCCC)(CCCC)CCCC (tetrabutylammonium bromide). Solvent: C(Cl)Cl (methylene chloride), O (water). Reaction conditions: time 24 hour. The product is C1(=CC=CC=C1)N1N=NN=C1C1=NN(C=CC1=O)C1=CC(=CC=C1)C(F)(F)F (3-(1-phenyl-1H-tetrazol-5-yl)-1-[3-(trifluoromethyl)phenyl]pyridazin-4(1H)-one). Yield: 44.2%. Reaction SMILES: [N:1]1([CH:10]([NH:28][C:29]2[CH:34]=[CH:33][CH:32]=[CH:31][CH:30]=2)[C:11]2[C:16](=[O:17])[CH:15]=[CH:14][N:13]([C:18]3[CH:23]=[CH:22][CH:21]=[C:20]([C:24]([F:27])([F:26])[F:25])[CH:19]=3)[N:12]=2)C2C=CC=CC=2[N:3]=[N:2]1.[N-]=[N+]=[N-].[Na+].FC(F)(F)C(O)=O>[Br-].C([N+](CCCC)(CCCC)CCCC)CCC.C(Cl)Cl.O>[C:29]1([N:28]2[C:10]([C:11]3[C:16](=[O:17])[CH:15]=[CH:14][N:13]([C:18]4[CH:23]=[CH:22][CH:21]=[C:20]([C:24]([F:27])([F:26])[F:25])[CH:19]=4)[N:12]=3)=[N:1][N:2]=[N:3]2)[CH:34]=[CH:33][CH:32]=[CH:31][CH:30]=1 |f:1.2,4.5|. Procedure: A solution of 3-[1H-benzotriazol-1-yl(phenylamino)methyl]-1-[3-(trifluoromethyl)phenyl]pyridazin-4(1H)-one (0.094 g, 0.20 mmol), sodium azide (0.030 g, 0.46 mmol), and tetrabutylammonium bromide (0.015 g, 0.047 mmol) in methylene chloride (5 mL) and water (5 mL) was treated with trifluoroacetic acid (0.040 mL, 0.52 mmol) and stirred 24 h at room temperature. After that time, the organic layer was separated and the aqueous layer was extracted with methylene chloride (3×25 mL). The combined organi... The reactants are CC(C)n1cnc2c(NCc3ccccc3)nc(F)nc21, C1CCC2=NCCCN2CC1, CN1CCCC1=O, ClCCl, CCC(N)C(=O)O, O=C(O)CC(O)(CC(=O)O)C(=O)O. The product is CCC(Nc1nc(NCc2ccccc2)c2ncn(C(C)C)c2n1)C(=O)O. RXN SMILES: [CH2:1]([c:2]1[cH:3][cH:4][cH:5][cH:6][cH:7]1)[NH:8][c:9]1[c:10]2[n:11][cH:12][n:13]([CH:19]([CH3:20])[CH3:21])[c:14]2[n:15][c:16]([F:18])[n:17]1.[CH2:22]1[CH2:23][CH2:24][C:25]2=[N:30][CH2:29][CH2:28][CH2:27][N:26]2[CH2:31][CH2:32]1.[CH3:40][N:41]1[CH2:42][CH2:43][CH2:44][C:45]1=[O:46].[Cl:60][CH2:61][Cl:62].[NH2:33][CH:34]([C:35](=[O:36])[OH:37])[CH2:38][CH3:39].[OH:47][C:48]([CH2:49][C:50]([C:51](=[O:52])[OH:53])([CH2:54][C:55](=[O:56])[OH:57])[OH:58])=[O:59]>>[CH2:1]([c:2]1[cH:3][cH:4][cH:5][cH:6][cH:7]1)[NH:8][c:9]1[c:10]2[n:11][cH:12][n:13]([CH:19]([CH3:20])[CH3:21])[c:14]2[n:15][c:16]([NH:33][CH:34]([C:35](=[O:36])[OH:37])[CH2:38][CH3:39])[n:17]1. Reactants: [Al+3], C1CCOC1, CON(C)C(=O)C1CC1c1ccc2cc[nH]c2c1, [H-], [H-], [H-], [H-], [Li+]. The product is O=CC1CC1c1ccc2cc[nH]c2c1. Reaction SMILES: [Al+3:2].[CH2:25]1[O:26][CH2:27][CH2:28][CH2:29]1.[CH3:7][O:8][N:9]([C:10](=[O:11])[CH:12]1[CH:13]([c:15]2[cH:16][cH:17][c:18]3[cH:19][cH:20][nH:21][c:22]3[cH:23]2)[CH2:14]1)[CH3:24].[H-:1].[H-:4].[H-:5].[H-:6].[Li+:3]>>[CH:10](=[O:11])[CH:12]1[CH:13]([c:15]2[cH:16][cH:17][c:18]3[cH:19][cH:20][nH:21][c:22]3[cH:23]2)[CH2:14]1. Reactants: [N+](=O)([O-])C=1C=NC=CC1NCC1=CC=C(O1)CCC(=O)O (5-[N-(3-nitropyrid-4-yl)aminomethyl]-2-carboxyethylfuran), [Sn](Cl)Cl (tin(II) chloride). Product: NC=1C=NC=CC1NCC1=CC=C(O1)CCC(=O)O (5-[N-(3-aminopyrid-4-yl)aminomethyl]-2-carboxyethylfuran). Reaction SMILES: [N+:1]([C:4]1[CH:5]=[N:6][CH:7]=[CH:8][C:9]=1[NH:10][CH2:11][C:12]1[O:16][C:15]([CH2:17][CH2:18][C:19]([OH:21])=[O:20])=[CH:14][CH:13]=1)([O-])=O.[Sn](Cl)Cl>>[NH2:1][C:4]1[CH:5]=[N:6][CH:7]=[CH:8][C:9]=1[NH:10][CH2:11][C:12]1[O:16][C:15]([CH2:17][CH2:18][C:19]([OH:21])=[O:20])=[CH:14][CH:13]=1. Procedure: The desired compound was prepared by reduction of 5-[N-(3-nitropyrid-4-yl)aminomethyl]-2-carboxyethylfuran, prepared as in step 5, with tin(II) chloride. The reactants are [Br-], O=C(O)c1ccc(C[P+](c2ccccc2)(c2ccccc2)c2ccccc2)cc1, CS(C)=O, [H-], [Na+], [Na+], O=S(=O)([O-])O, CC(C=O)c1ccccc1. The product is CC(C=Cc1ccc(C(=O)O)cc1)c1ccccc1. Reaction SMILES: [Br-:3].[C:4](=[O:5])([OH:6])[c:7]1[cH:8][cH:9][c:10]([CH2:11][P+:12]([c:13]2[cH:14][cH:15][cH:16][cH:17][cH:18]2)([c:19]2[cH:20][cH:21][cH:22][cH:23][cH:24]2)[c:25]2[cH:26][cH:27][cH:28][cH:29][cH:30]2)[cH:31][cH:32]1.[CH3:49][S:50](=[O:51])[CH3:52].[H-:1].[Na+:2].[Na+:48].[S:43](=[O:44])(=[O:45])([OH:46])[O-:47].[c:33]1([CH:39]([CH:40]=[O:41])[CH3:42])[cH:34][cH:35][cH:36][cH:37][cH:38]1>>[C:4](=[O:5])([OH:6])[c:7]1[cH:8][cH:9][c:10]([CH:11]=[CH:40][CH:39]([c:33]2[cH:34][cH:35][cH:36][cH:37][cH:38]2)[CH3:42])[cH:31][cH:32]1.